Dataset: the Open Reaction Database (ORD), a public repository of structured organic reaction records. Task: describe an organic reaction: reactants, conditions, products, and yield Starting materials: C[Mg]Br (methylmagnesium bromide), C(C)(=O)C1=C2CCCC2=CC=C1 (4-acetylindan). Solvent: C1(=CC=CC=C1)C.C1CCOC1 (toluene THF), C1CCOC1 (THF), C(C)(=O)OCC (ethyl acetate). Conditions: time 30 minute. Product: OC(C)(C)C1=C2CCCC2=CC=C1 (4-(1-Hydroxy-1-methylethyl)indan). As a reaction SMILES: [CH3:1][Mg]Br.[C:4]([C:7]1[CH:15]=[CH:14][CH:13]=[C:12]2[C:8]=1[CH2:9][CH2:10][CH2:11]2)(=[O:6])[CH3:5]>C1(C)C=CC=CC=1.C1COCC1.C1COCC1.C(OCC)(=O)C>[OH:6][C:4]([C:7]1[CH:15]=[CH:14][CH:13]=[C:12]2[C:8]=1[CH2:9][CH2:10][CH2:11]2)([CH3:1])[CH3:5] |f:2.3|. Procedure: 10 ml (14 mmol) of a 1.4 M methylmagnesium bromide solution in toluene-THF (3:1) is added in drops at 0° C. to a solution of 1.6 g (10 mmol) of 4-acetylindan (F. Dallacker, J. Van Wersch, Chem. Ber. 1972, 105, 2565) in 40 ml of THF. After 30 minutes at 0° C. and 1.5 hours at room temperature, the batch is diluted with 200 ml of ethyl acetate, washed with 1 M hydrochloric acid and saturated NaCl, dried (Na2SO4) and concentrated by evaporation in a vacuum. Column chromatography of the residue on s... Starting materials: COC(C1=CC(=C(C=C1)NCCOC)[N+](=O)[O-])=O (4-(2-methoxy-ethylamino)-3-nitro-benzoic acid methyl ester). Reagents/catalysts: [Pd] (Pd/C). Run in CO.CCOC(=O)C (MeOH EtOAc). Product: COC(C1=CC(=C(C=C1)NCCOC)N)=O (3-Amino-4-(2-methoxy-ethylamino)-benzoic acid methyl ester). Isolated yield 94.5%. As a reaction SMILES: [CH3:1][O:2][C:3](=[O:18])[C:4]1[CH:9]=[CH:8][C:7]([NH:10][CH2:11][CH2:12][O:13][CH3:14])=[C:6]([N+:15]([O-])=O)[CH:5]=1>CO.CCOC(C)=O.[Pd]>[CH3:1][O:2][C:3](=[O:18])[C:4]1[CH:9]=[CH:8][C:7]([NH:10][CH2:11][CH2:12][O:13][CH3:14])=[C:6]([NH2:15])[CH:5]=1 |f:1.2|. Procedure: 3-Amino-4-(2-methoxy-ethylamino)-benzoic acid methyl ester (800.0 mg) was prepared by following General Procedure B starting from 4-(2-methoxy-ethylamino)-3-nitro-benzoic acid methyl ester (960.0 mg) and Pd/C (20% by weight, 190.0 mg) in MeOH:EtOAc (1:1, 10.0 mL). The crude product was used in the next step without further purification. The product is BrC=1C=C(C=CC1F)[C@](C)(CC(=C)C)NC(=S)NC(C1=CC=CC=C1)=O ((S)-N-(2-(3-bromo-4-fluorophenyl)-4-methylpent-4-en-2-ylcarbamothioyl)benzamide). As a reaction SMILES: [Br:1][C:2]1[CH:3]=[C:4]([C@@:9]([NH2:15])([CH2:11][C:12]([CH3:14])=[CH2:13])[CH3:10])[CH:5]=[CH:6][C:7]=1[F:8].[C:16]([N:24]=[C:25]=[S:26])(=[O:23])[C:17]1[CH:22]=[CH:21][CH:20]=[CH:19][CH:18]=1.ClCCl>C1COCC1>[Br:1][C:2]1[CH:3]=[C:4]([C@@:9]([NH:15][C:25]([NH:24][C:16](=[O:23])[C:17]2[CH:18]=[CH:19][CH:20]=[CH:21][CH:22]=2)=[S:26])([CH2:11][C:12]([CH3:14])=[CH2:13])[CH3:10])[CH:5]=[CH:6][C:7]=1[F:8]. Reactants: BrC=1C=C(C=CC1F)[C@](C)(CC(=C)C)N ((S)-2-(3-bromo-4-fluorophenyl)-4-methylpent-4-en-2-amine), C(C1=CC=CC=C1)(=O)N=C=S (benzoyl isothiocyanate), ClCCl (dichloromethane). Run in C1CCOC1 (THF), hexanes, hexanes. Reaction conditions: time 3 hour. Reported procedure: To a solution of (S)-2-(3-bromo-4-fluorophenyl)-4-methylpent-4-en-2-amine (1.3 g, 4.6 mmoles, 1.0 equiv) in THF (5 mL) is added benzoyl isothiocyanate (0.63 mL, 4.6 mmoles, 1 equiv). The reaction is stirred at room temperature for 3 h. The solvent is removed under reduced pressure and the residue is purified by silica gel chromatography eluting with a linear gradient of 20% dichloromethane: hexanes to 50% dichloromethane: hexanes to give the title compound (84% yield): MS (m/z): 457, 459 (M+23). Yield: 84.0%. Starting materials: N1=CC=CC=C1 (pyridine), ClC=1C(=CC(=NC1)N)C(C1=C(C=CC(=C1)F)F)S(=O)(=O)C1=CC=C(C=C1)Cl ([5-Chloro-4-[(4-chlorophenylsulfonyl)(2,5-difluorophenyl)methyl]pyridin-2-yl]amine), N1(CCCCC1)S(=O)(=O)Cl (piperidine-1-sulfonyl chloride), N1(CCCCC1)S(=O)(=O)Cl (piperidine-1-sulfonyl chloride), CCCCCC (hexane). The solvent is C(C)(=O)OCC (ethyl acetate). Run at temperature 70 celsius, time 4 day. Yields the product ClC=1C(=CC(=NC1)NS(=O)(=O)N1CCCCC1)C(C1=C(C=CC(=C1)F)F)S(=O)(=O)C1=CC=C(C=C1)Cl (N-[5-Chloro-4-[(4-chlorophenylsulfonyl)(2,5-difluorophenyl)methyl]pyridin-2-yl]piperidine-1-sulfonamide). The yield is 46.4%. Reaction SMILES: N1C=CC=CC=1.[Cl:7][C:8]1[C:9]([CH:15]([S:24]([C:27]2[CH:32]=[CH:31][C:30]([Cl:33])=[CH:29][CH:28]=2)(=[O:26])=[O:25])[C:16]2[CH:21]=[C:20]([F:22])[CH:19]=[CH:18][C:17]=2[F:23])=[CH:10][C:11]([NH2:14])=[N:12][CH:13]=1.[N:34]1([S:40](Cl)(=[O:42])=[O:41])[CH2:39][CH2:38][CH2:37][CH2:36][CH2:35]1.CCCCCC>C(OCC)(=O)C>[Cl:7][C:8]1[C:9]([CH:15]([S:24]([C:27]2[CH:32]=[CH:31][C:30]([Cl:33])=[CH:29][CH:28]=2)(=[O:26])=[O:25])[C:16]2[CH:21]=[C:20]([F:22])[CH:19]=[CH:18][C:17]=2[F:23])=[CH:10][C:11]([NH:14][S:40]([N:34]2[CH2:39][CH2:38][CH2:37][CH2:36][CH2:35]2)(=[O:42])=[O:41])=[N:12][CH:13]=1. Reported procedure: A pyridine (2 ml) solution of the [5-chloro-4-[(4-chlorophenylsulfonyl)(2,5-difluorophenyl)methyl]pyridin-2-yl]amine (101 mg, 0.235 mmol) obtained in Example 196 and piperidine-1-sulfonyl chloride (48 mg, 0.259 mmol) was stirred at 70° C. for 19 hours. To the reaction mixture was added piperidine-1-sulfonyl chloride (48 mg, 0.259 mmol) and the resulting mixture was stirred at 70° C. for 4 days. The reaction mixture was returned to room temperature and then, concentrated under reduced pressure. T... The reactants are CCC(=O)N1C(=O)c2ccccc2OC12CCCCC2, CC(=O)OC1NC(=O)C1C(CO[SiH](C)C)C(C)(C)C, CCCC[Mg+], CCOC(C)=O, [Cl-], C1CCOC1, O=C(O)CC(O)(CC(=O)O)C(=O)O. Product: CC(C(=O)N1C(=O)c2ccccc2OC12CCCCC2)C1NC(=O)C1C(CO[SiH](C)C)C(C)(C)C. As a reaction SMILES: [C:1]([CH2:2][CH3:3])(=[O:4])[N:5]1[C:6]2([O:7][c:8]3[c:9]([cH:12][cH:13][cH:14][cH:15]3)[C:10]1=[O:11])[CH2:16][CH2:17][CH2:18][CH2:19][CH2:20]2.[C:27]([O:28][CH:31]1[CH:32]([CH:36]([CH2:37][O:38][SiH:39]([CH3:40])[CH3:41])[C:42]([CH3:43])([CH3:44])[CH3:45])[C:33](=[O:35])[NH:34]1)(=[O:29])[CH3:30].[CH2:22]([Mg+:23])[CH2:24][CH2:25][CH3:26].[CH3:64][CH2:65][O:66][C:67](=[O:68])[CH3:69].[Cl-:21].[O:59]1[CH2:60][CH2:61][CH2:62][CH2:63]1.[OH:46][C:47]([CH2:48][C:49]([C:50](=[O:51])[OH:52])([CH2:53][C:54](=[O:55])[OH:56])[OH:57])=[O:58]>>[C:1]([CH:2]([CH3:3])[CH:31]1[CH:32]([CH:36]([CH2:37][O:38][SiH:39]([CH3:40])[CH3:41])[C:42]([CH3:43])([CH3:44])[CH3:45])[C:33](=[O:35])[NH:34]1)(=[O:4])[N:5]1[C:6]2([O:7][c:8]3[c:9]([cH:12][cH:13][cH:14][cH:15]3)[C:10]1=[O:11])[CH2:16][CH2:17][CH2:18][CH2:19][CH2:20]2.